This data is from the Open Reaction Database (ORD), a public repository of structured organic reaction records. The task is: describe an organic reaction: reactants, conditions, products, and yield Starting materials: compound 149, C1(CCCC1)N1C2=C(N(C(C(C1)(F)F)=O)C)C=NC(=N2)NC2=C(C=C(C(=O)O)C=C2)OC (4-(9-cyclopentyl-7,7-difluoro-5-methyl-6-oxo-6,7,8,9-tetrahydro-5H-pyrimido[5,4-b][1,4]diazepin-2-ylamino)-3-methoxybenzoic acid), CN1CCN(CC1)C=1C=C(N)C=CC1 (3-(4-methylpiperazin-1-yl)aniline). Yields the product C1(CCCC1)N1C2=C(N(C(C(C1)(F)F)=O)C)C=NC(=N2)NC2=C(C=C(C(=O)NC1=CC(=CC=C1)N1CCN(CC1)C)C=C2)OC (4-(9-cyclopentyl-7,7-difluoro-5-methyl-6-oxo-6,7,8,9-tetrahydro-5H-pyrimido[5,4-b][1,4]diazepin-2-ylamino)-3-methoxy-N-(3-(4-methylpiperazin-1-yl)phenyl)benzamide). RXN SMILES: [CH:1]1([N:6]2[CH2:12][C:11]([F:14])([F:13])[C:10](=[O:15])[N:9]([CH3:16])[C:8]3[CH:17]=[N:18][C:19]([NH:21][C:22]4[CH:30]=[CH:29][C:25]([C:26]([OH:28])=O)=[CH:24][C:23]=4[O:31][CH3:32])=[N:20][C:7]2=3)[CH2:5][CH2:4][CH2:3][CH2:2]1.[CH3:33][N:34]1[CH2:39][CH2:38][N:37]([C:40]2[CH:41]=[C:42]([CH:44]=[CH:45][CH:46]=2)[NH2:43])[CH2:36][CH2:35]1>>[CH:1]1([N:6]2[CH2:12][C:11]([F:13])([F:14])[C:10](=[O:15])[N:9]([CH3:16])[C:8]3[CH:17]=[N:18][C:19]([NH:21][C:22]4[CH:30]=[CH:29][C:25]([C:26]([NH:43][C:42]5[CH:44]=[CH:45][CH:46]=[C:40]([N:37]6[CH2:36][CH2:35][N:34]([CH3:33])[CH2:39][CH2:38]6)[CH:41]=5)=[O:28])=[CH:24][C:23]=4[O:31][CH3:32])=[N:20][C:7]2=3)[CH2:2][CH2:3][CH2:4][CH2:5]1. Reported procedure: The title compound was prepared in a manner analogous to compound 149 from 4-(9-cyclopentyl-7,7-difluoro-5-methyl-6-oxo-6,7,8,9-tetrahydro-5H-pyrimido[5,4-b][1,4]diazepin-2-ylamino)-3-methoxybenzoic acid and 3-(4-methylpiperazin-1-yl)aniline with yield 35 mg (28%). 1H NMR (400 MHz, DMSO-d6) δ ppm 1.43-1.72 (m, 6H) 1.98 (br. s., 2H) 2.22 (s, 2H) 2.35-2.50 (m, 4H) 2.97-3.23 (m, 4H) 3.98 (s, 3H) 4.06 (t, J=12 Hz, 2H) 4.79 (m, 1H) 6.55-6.79 (m, 1H) 7.12-7.26 (m, 2H) 7.40 (s, 1H) 7.52-7.72 (m, 2H) 8.... Starting materials: C(C)(C)C=1C(=C(C=C(C1)C(C)C)B(O)O)OCCCC (3,5-di-iso-propyl-2-n-butoxy phenylboronic acid), C(C)(=O)C1=CC2=C(S1)C=CC=C2I (2-acetyl-4-iodo benzo[b]thiophene), C([O-])([O-])=O.[Na+].[Na+] (sodium carbonate), O (water). Reagents/catalysts: C=1C=CC(=CC1)[P](C=2C=CC=CC2)(C=3C=CC=CC3)[Pd]([P](C=4C=CC=CC4)(C=5C=CC=CC5)C=6C=CC=CC6)([P](C=7C=CC=CC7)(C=8C=CC=CC8)C=9C=CC=CC9)[P](C=1C=CC=CC1)(C=1C=CC=CC1)C=1C=CC=CC1 (Pd(PPh3)4). Solvent: C1(=CC=CC=C1)C (toluene), C(C)O (ethanol). Yields the product C(C)(=O)C1=CC2=C(S1)C=CC=C2C2=C(C(=CC(=C2)C(C)C)C(C)C)OCCCC (2-acetyl-4-(2-n-butoxy-3,5-di-iso-propylphenyl)-benzo[b]thiophene). Reaction SMILES: [CH:1]([C:4]1[C:5]([O:16][CH2:17][CH2:18][CH2:19][CH3:20])=[C:6](B(O)O)[CH:7]=[C:8]([CH:10]([CH3:12])[CH3:11])[CH:9]=1)([CH3:3])[CH3:2].[C:21]([C:24]1[S:28][C:27]2[CH:29]=[CH:30][CH:31]=[C:32](I)[C:26]=2[CH:25]=1)(=[O:23])[CH3:22].C(=O)([O-])[O-].[Na+].[Na+].O>C1(C)C=CC=CC=1.C(O)C.C1C=CC([P]([Pd]([P](C2C=CC=CC=2)(C2C=CC=CC=2)C2C=CC=CC=2)([P](C2C=CC=CC=2)(C2C=CC=CC=2)C2C=CC=CC=2)[P](C2C=CC=CC=2)(C2C=CC=CC=2)C2C=CC=CC=2)(C2C=CC=CC=2)C2C=CC=CC=2)=CC=1>[C:21]([C:24]1[S:28][C:27]2[CH:29]=[CH:30][CH:31]=[C:32]([C:6]3[CH:7]=[C:8]([CH:10]([CH3:12])[CH3:11])[CH:9]=[C:4]([CH:1]([CH3:2])[CH3:3])[C:5]=3[O:16][CH2:17][CH2:18][CH2:19][CH3:20])[C:26]=2[CH:25]=1)(=[O:23])[CH3:22] |f:2.3.4,^1:54,56,75,94|. Reported procedure: A mixture of 1.08 mmol of 3,5-di-iso-propyl-2-n-butoxy phenylboronic acid, 1.62 mmol of 2-acetyl-4-iodo benzo[b]thiophene (see Example 14, step A) and 62 mg (0.05 mmol) of Pd(PPh3)4, 1 mL of 2N aqueous sodium carbonate in 9 mL of toluene and 4 mL ethanol was heated to reflux. After complexion (TLC), water was added and the solution was extracted with ethyl acetate. The organic layer is dried over MgSO4 and after evaporation of the solvents, the crude oil was purified over a short silica plug (el... Reactants: C(C)(=O)C1=CC(=C(C=C1)C1=C(C=C(C=C1)F)F)N (4-Acetyl-2-amino-2',4'-difluorobiphenyl), [H+].[B-](F)(F)(F)F (fluoboric acid). Product: C(C)(=O)C1=CC(=C(C=C1)C1=C(C=C(C=C1)F)F)F (4-acetyl-2,2',4'-trifluorobiphenyl). As a reaction SMILES: [C:1]([C:4]1[CH:9]=[CH:8][C:7]([C:10]2[CH:15]=[CH:14][C:13]([F:16])=[CH:12][C:11]=2[F:17])=[C:6](N)[CH:5]=1)(=[O:3])[CH3:2].[H+].[B-](F)(F)(F)[F:21]>>[C:1]([C:4]1[CH:9]=[CH:8][C:7]([C:10]2[CH:15]=[CH:14][C:13]([F:16])=[CH:12][C:11]=2[F:17])=[C:6]([F:21])[CH:5]=1)(=[O:3])[CH3:2] |f:1.2|. Reported procedure: 4-Acetyl-2-amino-2',4'-difluorobiphenyl prepared as described in Example 1 was subjected to the Schiemann reaction using fluoboric acid to give 4-acetyl-2,2',4'-trifluorobiphenyl, m.p. 92°-94° C. By a similar method, starting from the appropriate products of Example 1, there were obtained 4-acetyl-4'-chloro-2,2'-difluorobiphenyl, m.p. 69°-70° C. and 4-acetyl-4'-bromo-2,2'-difluorobiphenyl, m.p. 75°-76° C.